Dataset: the Open Reaction Database (ORD), a public repository of structured organic reaction records. Task: describe an organic reaction: reactants, conditions, products, and yield Starting materials: [BH4-], CCOC(=O)C1OC(OC(C)=O)CS1, CO, [Na+]. Product: CC(=O)OC1CSC(CO)O1. As a reaction SMILES: [BH4-:1].[C:3](=[O:4])([O:5][CH2:6][CH3:7])[CH:8]1[O:9][CH:10]([O:13][C:14]([CH3:15])=[O:16])[CH2:11][S:12]1.[CH3:17][OH:18].[Na+:2]>>[CH2:3]([OH:4])[CH:8]1[O:9][CH:10]([O:13][C:14]([CH3:15])=[O:16])[CH2:11][S:12]1. The reactants are CCCC[N+](CCCC)(CCCC)CCCC, CCOC(C)=O, CCCC(=O)Nc1nn(COCC[Si](C)(C)C)c2cc(Cl)c(-c3ccc(CC)cc3)cc12, [F-], C1CCOC1. The product is CCCC(=O)Nc1n[nH]c2cc(Cl)c(-c3ccc(CC)cc3)cc12. As a reaction SMILES: [CH3:2][CH2:3][CH2:4][CH2:5][N+:6]([CH2:7][CH2:8][CH2:9][CH3:10])([CH2:11][CH2:12][CH2:13][CH3:14])[CH2:15][CH2:16][CH2:17][CH3:18].[CH3:51][CH2:52][O:53][C:54](=[O:55])[CH3:56].[Cl:19][c:20]1[c:21](-[c:43]2[cH:44][cH:45][c:46]([CH2:49][CH3:50])[cH:47][cH:48]2)[cH:22][c:23]2[c:24]([NH:37][C:38]([CH2:39][CH2:40][CH3:41])=[O:42])[n:25][n:26]([CH2:29][O:30][CH2:31][CH2:32][Si:33]([CH3:34])([CH3:35])[CH3:36])[c:27]2[cH:28]1.[F-:1].[O:57]1[CH2:58][CH2:59][CH2:60][CH2:61]1>>[Cl:19][c:20]1[c:21](-[c:43]2[cH:44][cH:45][c:46]([CH2:49][CH3:50])[cH:47][cH:48]2)[cH:22][c:23]2[c:24]([NH:37][C:38]([CH2:39][CH2:40][CH3:41])=[O:42])[n:25][nH:26][c:27]2[cH:28]1.